Dataset: the Open Reaction Database (ORD), a public repository of structured organic reaction records. Task: describe an organic reaction: reactants, conditions, products, and yield The reactants are O.O.[Sn](Cl)Cl (tin(II) chloride dihydrate), CC1=C2C(=C(C(=C1OC)C/C=C(\C)/CCC(=O)O)O)C(=O)OC2 (mycophenolic acid), OCCN1CCOCC1 (4-(2-hydroxyethyl)-morpholine), C(C)(=O)OCC(C)C (isobutyl acetate). Conditions: time 11 hour. Product: CC1=C2C(=C(C(=C1OC)C/C=C(\C)/CCC(=O)OCCN3CCOCC3)O)C(=O)OC2 (mycophenolate mofetil). RXN SMILES: [CH3:1][C:2]1[C:7]([O:8][CH3:9])=[C:6]([CH2:10]/[CH:11]=[C:12](/[CH2:14][CH2:15][C:16]([OH:18])=[O:17])\[CH3:13])[C:5]([OH:19])=[C:4]2[C:20]([O:22][CH2:23][C:3]=12)=[O:21].O.O.[Sn](Cl)Cl.C(OCC(C)C)(=O)C.O[CH2:38][CH2:39][N:40]1[CH2:45][CH2:44][O:43][CH2:42][CH2:41]1>>[CH3:1][C:2]1[C:7]([O:8][CH3:9])=[C:6]([CH2:10]/[CH:11]=[C:12](/[CH2:14][CH2:15][C:16]([O:18][CH2:38][CH2:39][N:40]2[CH2:45][CH2:44][O:43][CH2:42][CH2:41]2)=[O:17])\[CH3:13])[C:5]([OH:19])=[C:4]2[C:20]([O:22][CH2:23][C:3]=12)=[O:21] |f:1.2.3|. Procedure details: A mixture of mycophenolic acid (192 g, 0.6 mol) and 4-(2-hydroxyethyl)-morpholine (440 ml, 6 molar equivalents) was stirred at 150-155° C. for 4 hours in the presence of tin(II) chloride dihydrate (20.4 g, 0.15 molar equivalents) under nitrogen atmosphere. After the completion of the reaction, the reaction mixture was allowed to cool to room temperature. The obtained dark liquid was poured into isobutyl acetate (4.0 l). The solution was extracted with 2% of aqueous sodium bicarbonate solution (1... Starting materials: BrC1=CC2=C(N3C(=NNC(C3C)=O)CO2)C=C1NC1CN(C1)C(=O)OC(C)(C)C (tert-butyl 3-((8-bromo-1-methyl-2-oxo-1,2,3,5-tetrahydrobenzo[5,6][1,4]oxazino[3,4-c][1,2,4]triazin-9-yl)amino)azetidine-1-carboxylate), C(C)O/C=C/B1OC(C(O1)(C)C)(C)C ((E)-2-(2-ethoxyvinyl)-4,4,5,5-tetramethyl-1,3,2-dioxaborolane), C(=O)([O-])[O-].[K+].[K+] (K2CO3). The reagents and catalysts are C1=CC=C(C=C1)P([C-]2C=CC=C2)C3=CC=CC=C3.C1=CC=C(C=C1)P([C-]2C=CC=C2)C3=CC=CC=C3.Cl[Pd]Cl.[Fe+2].C(Cl)Cl (PdCl2(dppf) CH2Cl2). Solvent: O1CCOCC1 (dioxane), O (water). Run at temperature 100 celsius, time 8 hour. Yields the product C(C)O/C=C/C1=CC2=C(N3C(=NNC(C3C)=O)CO2)C=C1NC1CN(C1)C(=O)OC(C)(C)C ((E)-tert-butyl 3-((8-(2-ethoxyvinyl)-1-methyl-2-oxo-1,2,3,5-tetrahydrobenzo[5,6][1,4]oxazino[3,4-c][1,2,4]triazin-9-yl)amino)azetidine-1-carboxylate). The yield is 50.8%. RXN SMILES: Br[C:2]1[C:17]([NH:18][CH:19]2[CH2:22][N:21]([C:23]([O:25][C:26]([CH3:29])([CH3:28])[CH3:27])=[O:24])[CH2:20]2)=[CH:16][C:5]2[N:6]3[CH:11]([CH3:12])[C:10](=[O:13])[NH:9][N:8]=[C:7]3[CH2:14][O:15][C:4]=2[CH:3]=1.[CH2:30]([O:32]/[CH:33]=[CH:34]/B1OC(C)(C)C(C)(C)O1)[CH3:31].C([O-])([O-])=O.[K+].[K+]>O1CCOCC1.O.C1C=CC(P(C2C=CC=CC=2)[C-]2C=CC=C2)=CC=1.C1C=CC(P(C2C=CC=CC=2)[C-]2C=CC=C2)=CC=1.Cl[Pd]Cl.[Fe+2].C(Cl)Cl>[CH2:33]([O:32]/[CH:30]=[CH:31]/[C:2]1[C:17]([NH:18][CH:19]2[CH2:20][N:21]([C:23]([O:25][C:26]([CH3:28])([CH3:27])[CH3:29])=[O:24])[CH2:22]2)=[CH:16][C:5]2[N:6]3[CH:11]([CH3:12])[C:10](=[O:13])[NH:9][N:8]=[C:7]3[CH2:14][O:15][C:4]=2[CH:3]=1)[CH3:34] |f:2.3.4,7.8.9.10.11|. Procedure details: To a solution of tert-butyl 3-((8-bromo-1-methyl-2-oxo-1,2,3,5-tetrahydrobenzo[5,6][1,4]oxazino[3,4-c][1,2,4]triazin-9-yl)amino)azetidine-1-carboxylate (Example 1, Step B, 0.20 g, 0.43 mmol), (E)-2-(2-ethoxyvinyl)-4,4,5,5-tetramethyl-1,3,2-dioxaborolane (0.1 g, 0.5 mmol) in dioxane (6 mL) and water (1 mL) was added PdCl2(dppf)-CH2Cl2 adduct (0.035 g, 0.043 mmol) and K2CO3 (0.118 g, 0.85 mmol). The reaction mixture was stirred at 100° C. overnight. The reaction mixture was cooled to ambient tempe...